From a dataset of the Open Reaction Database (ORD), a public repository of structured organic reaction records. describe an organic reaction: reactants, conditions, products, and yield The reactants are C(C)OC(=O)N1CC2CC3=C(C2C1)SC=C3CO (6-Hydroxymethyl-3,3a,7,7a-tetrahydro-1H-4-thia-2-aza-cyclopenta[α]pentalene-2-carboxylic acid ethyl ester), CC(=O)O (AcOH), C1CC(=O)N(C1=O)Br (NBS). Solvent: C(Cl)(Cl)Cl (CHCl3). Conditions: time 30 minute. The product is C(C)OC(=O)N1CC2CC3=C(C2C1)SC(=C3CO)Br (5-Bromo-6-hydroxymethyl-3,3a,7,7a-tetrahydro-1H-4-thia-2-aza-cyclopenta[α]pentalene-2-carboxylic acid ethyl ester). Isolated yield 36.0%. RXN SMILES: [CH2:1]([O:3][C:4]([N:6]1[CH2:13][CH:12]2[CH:8]([CH2:9][C:10]3[C:16]([CH2:17][OH:18])=[CH:15][S:14][C:11]=32)[CH2:7]1)=[O:5])[CH3:2].CC(O)=O.C1C(=O)N([Br:30])C(=O)C1>C(Cl)(Cl)Cl>[CH2:1]([O:3][C:4]([N:6]1[CH2:13][CH:12]2[CH:8]([CH2:9][C:10]3[C:16]([CH2:17][OH:18])=[C:15]([Br:30])[S:14][C:11]=32)[CH2:7]1)=[O:5])[CH3:2]. Procedure details: To a solution of the product from Example 17, step c) (199 mg, 0.79 mmol) in CHCl3 (3 ml) and AcOH (3 ml) was added NBS (156 mg, 0.88 mmol). The reaction mixture was stirred for 30 minutes, quenched with saturated NaHCO3 (10 ml), and extracted with EtOAc (20 ml). The EtOAc layer was dried (MgSO4), filtered, and solvent evaporated in vacuo to give the crude product that was purified by silica-gel preparative TLC (hexanes:EtOAc-3:1) providing the subtitle compound (99.6 mg, 36%). 1H NMR (300 MHz, ... Reactants: ClCCl, CC1(C)OCC(c2cnc3c(c2)cc(C(O)CC2CCCC2)n3S(=O)(=O)c2ccccc2)O1. The product is CC1(C)OCC(c2cnc3c(c2)cc(C(=O)CC2CCCC2)n3S(=O)(=O)c2ccccc2)O1. Reaction SMILES: [Cl:1][CH2:2][Cl:3].[c:4]1([S:10](=[O:11])(=[O:12])[n:13]2[c:14]([CH:29]([CH2:30][CH:31]3[CH2:32][CH2:33][CH2:34][CH2:35]3)[OH:36])[cH:15][c:16]3[c:17]2[n:18][cH:19][c:20]([CH:22]2[O:23][C:24]([CH3:27])([CH3:28])[O:25][CH2:26]2)[cH:21]3)[cH:5][cH:6][cH:7][cH:8][cH:9]1>>[c:4]1([S:10](=[O:11])(=[O:12])[n:13]2[c:14]([C:29]([CH2:30][CH:31]3[CH2:32][CH2:33][CH2:34][CH2:35]3)=[O:36])[cH:15][c:16]3[c:17]2[n:18][cH:19][c:20]([CH:22]2[O:23][C:24]([CH3:27])([CH3:28])[O:25][CH2:26]2)[cH:21]3)[cH:5][cH:6][cH:7][cH:8][cH:9]1. The reactants are [BH4-], CO, CC(C)(O)c1cc(F)c(-c2cc(C(N)=O)c(Nc3cccc(C(=O)CF)n3)s2)c(F)c1, [Na+]. Yields the product CC(C)(O)c1cc(F)c(-c2cc(C(N)=O)c(Nc3cccc(C(O)CF)n3)s2)c(F)c1. Reaction SMILES: [BH4-:32].[CH3:34][OH:35].[F:1][c:2]1[c:3](-[c:13]2[cH:14][c:15]([C:29](=[O:30])[NH2:31])[c:16]([NH:18][c:19]3[n:20][c:21]([C:25]([CH2:26][F:27])=[O:28])[cH:22][cH:23][cH:24]3)[s:17]2)[c:4]([F:12])[cH:5][c:6]([C:8]([CH3:9])([CH3:10])[OH:11])[cH:7]1.[Na+:33]>>[F:1][c:2]1[c:3](-[c:13]2[cH:14][c:15]([C:29](=[O:30])[NH2:31])[c:16]([NH:18][c:19]3[n:20][c:21]([CH:25]([CH2:26][F:27])[OH:28])[cH:22][cH:23][cH:24]3)[s:17]2)[c:4]([F:12])[cH:5][c:6]([C:8]([CH3:9])([CH3:10])[OH:11])[cH:7]1. Starting materials: N (ammonia), C(C)(C)(C)OC(N(CCC(C)C)CC1=CC(=C(C(=C1)F)OC1=CC2=C(C(OC(O2)(C)C)=O)C=C1)F)=O ([4-(2,2-Dimethyl-4-oxo-4H-benzo[1,3]dioxin-7-yloxy)-3,5-difluoro-benzyl]-(3-methyl-butyl)-carbamic acid tert-butyl ester), N (ammonia). Solvent: solution, C(C)(C)O (isopropanol). Reaction conditions: temperature 80 celsius, time 8 hour. The product is C(C)(C)(C)OC(N(CCC(C)C)CC1=CC(=C(C(=C1)F)OC1=CC(=C(C=C1)C(N)=O)O)F)=O ([4-(4-Carbamoyl-3-hydroxy-phenoxy)-3,5-difluoro-benzyl]-(3-methyl-butyl)-carbamic acid tert-butyl ester). Reaction SMILES: [C:1]([O:5][C:6](=[O:36])[N:7]([CH2:13][C:14]1[CH:19]=[C:18]([F:20])[C:17]([O:21][C:22]2[CH:34]=[CH:33][C:25]3[C:26](=O)[O:27]C(C)(C)[O:29][C:24]=3[CH:23]=2)=[C:16]([F:35])[CH:15]=1)[CH2:8][CH2:9][CH:10]([CH3:12])[CH3:11])([CH3:4])([CH3:3])[CH3:2].[NH3:37]>C(O)(C)C>[C:1]([O:5][C:6](=[O:36])[N:7]([CH2:13][C:14]1[CH:19]=[C:18]([F:20])[C:17]([O:21][C:22]2[CH:34]=[CH:33][C:25]([C:26](=[O:27])[NH2:37])=[C:24]([OH:29])[CH:23]=2)=[C:16]([F:35])[CH:15]=1)[CH2:8][CH2:9][CH:10]([CH3:12])[CH3:11])([CH3:4])([CH3:3])[CH3:2]. Reported procedure: [4-(2,2-Dimethyl-4-oxo-4H-benzo[1,3]dioxin-7-yloxy)-3,5-difluoro-benzyl]-(3-methyl-butyl)-carbamic acid tert-butyl ester (I-1d-3: 1.0 g) was dissolved in 2.0 mL of a 2 M solution of ammonia in isopropanol. The resulting solution was then treated with 1.5 mL of a saturated aqueous ammonia solution and the resulting mixture heated at 80° C. After 8 hours, the reaction mixture was cooled to ambient temperature and concentrated with a rotary evaporator. The residue was diluted with ethyl acetate and...